This data is from the Open Reaction Database (ORD), a public repository of structured organic reaction records. The task is: describe an organic reaction: reactants, conditions, products, and yield Reactants: FC1=C(C=CC=C1)C1=NCC(NC2=C1C=CC=C2)=O (1,3-dihydro-5-(o-fluorophenyl)-2H-1,4-benzodiazepin-2-one), P12(=S)SP3(=S)SP(=S)(S1)SP(=S)(S2)S3 (P2S5). Product: FC1=C(C=CC=C1)C1=NCC(NC2=C1C=CC=C2)=S (1,3-dihydro-5-(o-fluorophenyl)-2H-1,4-benzodiazepine-2-thione). RXN SMILES: [F:1][C:2]1[CH:7]=[CH:6][CH:5]=[CH:4][C:3]=1[C:8]1[C:14]2[CH:15]=[CH:16][CH:17]=[CH:18][C:13]=2[NH:12][C:11](=O)[CH2:10][N:9]=1.P12(SP3(SP(SP(S3)(S1)=S)(=S)S2)=S)=[S:21]>>[F:1][C:2]1[CH:7]=[CH:6][CH:5]=[CH:4][C:3]=1[C:8]1[C:14]2[CH:15]=[CH:16][CH:17]=[CH:18][C:13]=2[NH:12][C:11](=[S:21])[CH2:10][N:9]=1. Procedure: A mixture of 1,3-dihydro-5-(o-fluorophenyl)-2H-1,4-benzodiazepin-2-one [Sternbach et al., J. Org. Chem. 27, 3788 (1962)] and P2S5 can be reacted in the same manner as in preparation I to produce 1,3-dihydro-5-(o-fluorophenyl)-2H-1,4-benzodiazepine-2-thione. This latter compound can then be substituted in the procedure of Exmple 1 to produce 6-(o-fluorophenyll)-1methyl-4H-s-triazolo[4,3-a] [1,4] benzodiazepine. The reactants are H+, [OH-].[K+] (potassium hydroxide), NC1=C(C=C(C=N1)C=1C=NN(C1)[C@@H]1C[C@H](N(C1)C(=O)OC(C)(C)C)C(=O)OC)C=1OC2=C(N1)C=CC=C2 ((2S,4R)—O1-tert-butyl O2-methyl 4-[4-[6-amino-5-(1,3-benzoxazol-2-yl)-3-pyridyl]pyrazol-1-yl]pyrrolidine-1,2-dicarboxylate). Run in CO (methanol). Run at temperature 50 celsius, time 2 hour. Yields the product NC1=C(C=C(C=N1)C=1C=NN(C1)[C@@H]1C[C@H](N(C1)C(=O)OC(C)(C)C)C(=O)O)C=1OC2=C(N1)C=CC=C2 ((2S,4R)-4-[4-[6-amino-5-(1,3-benzoxazol-2-yl)-3-pyridyl]pyrazol-1-yl]-1-tert-butoxycarbonyl-pyrrolidine-2-carboxylic acid). The yield is 47.8%. Reaction SMILES: [OH-].[K+].[NH2:3][C:4]1[N:9]=[CH:8][C:7]([C:10]2[CH:11]=[N:12][N:13]([C@H:15]3[CH2:19][N:18]([C:20]([O:22][C:23]([CH3:26])([CH3:25])[CH3:24])=[O:21])[C@H:17]([C:27]([O:29]C)=[O:28])[CH2:16]3)[CH:14]=2)=[CH:6][C:5]=1[C:31]1[O:32][C:33]2[CH:39]=[CH:38][CH:37]=[CH:36][C:34]=2[N:35]=1>CO>[NH2:3][C:4]1[N:9]=[CH:8][C:7]([C:10]2[CH:11]=[N:12][N:13]([C@H:15]3[CH2:19][N:18]([C:20]([O:22][C:23]([CH3:25])([CH3:26])[CH3:24])=[O:21])[C@H:17]([C:27]([OH:29])=[O:28])[CH2:16]3)[CH:14]=2)=[CH:6][C:5]=1[C:31]1[O:32][C:33]2[CH:39]=[CH:38][CH:37]=[CH:36][C:34]=2[N:35]=1 |f:0.1|. Procedure: (2S,4R)—O1-tert-butyl O2-methyl 4-[4-[6-amino-5-(1,3-benzoxazol-2-yl)-3-pyridyl]pyrazol-1-yl]pyrrolidine-1,2-dicarboxylate was prepared according to the procedure described in Example 26 except that caesium carbonate was used, using (2S,4S)—O1-tert-butyl O2-methyl 4-methylsulphonyloxypyrrolidine-1,2-dicarboxylate (Siddiqui et al., PCT. Int. Appl. US2007/0167426) as alkylating agent to give 442 mg of solid. NMR Spectrum: (CDCl3) 1.45 (s, 5.4H), 1.48 (s, 3.6H), 2.44-2.52 (m, 1H). 2.82-2.96 (m, 1H)... The reactants are O=S(CCCC#N)(N)=O, OB(O)C1=CC=C(C(F)(F)F)C=C1. Reagents/catalysts: [F-].[Cs+], CC(=O)[O-].CC(=O)[O-].[Cu+2]. The solvent is ClCCCl, ClCCCl. Conditions: temperature 60 celsius, time 18 hour. Product: O=S(CCCC#N)(NC1=CC=C(C(F)(F)F)C=C1)=O, O=S(CCCC#N)(N(C1=CC=C(C(F)(F)F)C=C1)C2=CC=C(C(F)(F)F)C=C2)=O. The yield is 11.0%. Reported procedure: Reactions were run in 8 x 30 mm glass vial inserts in 96 well-plate Para-dox Aluminum Reaction Blocks. The reaction components were dosed according to the design shown in Figure S2 and Figure S3. First, the catalysts (2 umol per vial) and solid bases (20 umol per vial) were added by dosing 50 uL each of a stock solution in 1,2-dichloroethane (40 mM for catalysts, 0.4 M for bases) via single-channel pipette. The 1,2-dichloroethane was then removed via centrifugal evaporation using a Genevac EZ-2 ... The reactants are O=S(=O)(NC1CC1)c1cccc(B(O)O)c1, O=C([O-])[O-], COCCOC, CON(C)C(=O)c1cc(Br)cnc1N, [Na+], [Na+]. Product: CON(C)C(=O)c1cc(-c2cccc(S(=O)(=O)NC3CC3)c2)cnc1N. RXN SMILES: [B:15]([OH:16])([OH:17])[c:18]1[cH:19][c:20]([S:24](=[O:25])(=[O:26])[NH:27][CH:28]2[CH2:29][CH2:30]2)[cH:21][cH:22][cH:23]1.[C:31](=[O:32])([O-:33])[O-:34].[CH3:37][O:38][CH2:39][CH2:40][O:41][CH3:42].[NH2:1][c:2]1[c:3]([C:4](=[O:5])[N:6]([CH3:7])[O:8][CH3:9])[cH:10][c:11]([Br:14])[cH:12][n:13]1.[Na+:35].[Na+:36]>>[NH2:1][c:2]1[c:3]([C:4](=[O:5])[N:6]([CH3:7])[O:8][CH3:9])[cH:10][c:11](-[c:18]2[cH:19][c:20]([S:24](=[O:25])(=[O:26])[NH:27][CH:28]3[CH2:29][CH2:30]3)[cH:21][cH:22][cH:23]2)[cH:12][n:13]1. The reactants are Cl (hydrochloride), C(C1=CC=CC=C1)C1N(CC(C(C1(C)C)=O)C(=O)OCC)C (ethyl 2-benzyl-4-oxo-1,3,3-trimethyl-5-piperidine carboxylate), Cl (hydrochloric acid), Cl (hydrochloride), N1C(CCCC1)=O (piperidone). Yields the product Cl.C(C1=CC=CC=C1)C1N(CCC(C1(C)C)=O)C (2-Benzyl-1,3,3-trimethyl-4-piperidone hydrochloride). The yield is 75.0%. RXN SMILES: [CH2:1]([CH:8]1[C:13]([CH3:15])([CH3:14])[C:12](=[O:16])[CH:11](C(OCC)=O)[CH2:10][N:9]1[CH3:22])[C:2]1[CH:7]=[CH:6][CH:5]=[CH:4][CH:3]=1.N1CCCCC1=O.[ClH:30]>>[ClH:30].[CH2:1]([CH:8]1[C:13]([CH3:15])([CH3:14])[C:12](=[O:16])[CH2:11][CH2:10][N:9]1[CH3:22])[C:2]1[CH:3]=[CH:4][CH:5]=[CH:6][CH:7]=1 |f:3.4|. Procedure details: A solution of 217 g of the hydrochloride of ethyl 2-benzyl-4-oxo-1,3,3-trimethyl-5-piperidine carboxylate in 6 N hydrochloric acid is refluxed for 40 minutes. The piperidone is gathered as the hydrochloride in the same way as described in example 12. Yield 75%; melting point 177° - 179° C, with decomposition. Starting materials: C(C1=CC=CC=C1)OCC(=O)N[C@@H]1C(O)O[C@@H]([C@H]([C@@H]1O)O)CO (N-Benzyloxyacetylmannosamine), C(C)(=O)OC(C)=O (acetic anhydride). Reagents/catalysts: CN(C)C=1C=CN=CC1 (DMAP). The solvent is N1=CC=CC=C1 (pyridine), C(Cl)Cl (CH2Cl2). Conditions: time 8 hour. The product is C(C)(=O)OC1[C@@H](NC(COCC2=CC=CC=C2)=O)[C@@H](OC(C)=O)[C@H](OC(C)=O)[C@H](O1)COC(C)=O (1,3,4,6-Tetra-O-acetyl-N-benzyloxyacetylmannosamine). The yield is 192.8%. Reaction SMILES: [CH2:1]([O:8][CH2:9][C:10]([NH:12][C@H:13]1[C@@H:19]([OH:20])[C@H:18]([OH:21])[C@@H:17]([CH2:22][OH:23])[O:16][CH:14]1[OH:15])=[O:11])[C:2]1[CH:7]=[CH:6][CH:5]=[CH:4][CH:3]=1.C(O[C:28](=[O:30])[CH3:29])(=O)C>N1C=CC=CC=1.CN(C1C=CN=CC=1)C.C(Cl)Cl>[C:1]([O:15][CH:14]1[O:16][C@H:17]([CH2:22][O:23][C:28](=[O:30])[CH3:29])[C@@H:18]([O:21][C:14](=[O:15])[CH3:13])[C@H:19]([O:20][C:10](=[O:11])[CH3:9])[C@@H:13]1[NH:12][C:10](=[O:11])[CH2:9][O:8][CH2:1][C:2]1[CH:7]=[CH:6][CH:5]=[CH:4][CH:3]=1)(=[O:8])[CH3:2]. Procedure: A solution of 31 (512 mg, 1.56 mmol) in pyridine (5 mL) was cooled to 0° C. To this solution was added acetic anhydride (2.5 mL, 27 mmol) and a catalytic amount of DMAP. The reaction mixture was stirred overnight and allowed to warm to rt. The resulting light yellow solution was diluted with CH2Cl2 (100 mL) and washed with 1 N HCl (3×50 mL), sat. NaHCO3 (2×50 mL), water (2×50 mL) and sat. NaCl (1×50 mL). The combined aqueous layers were back extracted with 50 mL of CH2Cl2. The combined organic l...